This data is from the Open Reaction Database (ORD), a public repository of structured organic reaction records. The task is: describe an organic reaction: reactants, conditions, products, and yield The reactants are NCC1(CC1)NC(OC(C)(C)C)=O (tert-butyl [1-(aminomethyl)cyclopropyl]carbamate), ClC1=NC2=CC=C(C=C2C(=N1)Cl)C (2,4-dichloro-6-methylquinazoline), FC(C(=O)O)(F)F (trifluoroacetic acid), FC(C(=O)O)(F)F (trifluoroacetic acid), NC1CN(CC1)C(=O)OC(C)(C)C (tert-butyl 3-aminopyrrolidine-1-carboxylate), S1(CCNCC2=C1C=CC=C2)(=O)=O (2,3,4,5-tetrahydro-1,4-benzothiazepine 1,1-dioxide), S1(CCNCC2=C1C=CC=C2)(=O)=O (2,3,4,5-tetrahydro-1,4-benzothiazepine 1,1-dioxide). The product is O=S1(CCN(CC2=C1C=CC=C2)C2=NC1=CC=C(C=C1C(=N2)NC2CNCC2)C)=O (2-(1,1-Dioxido-2,3-dihydro-1,4-benzothiazepin-4(5H)-yl)-6-methyl-N-(pyrrolidin-3-yl)quinazolin-4-amine). As a reaction SMILES: Cl[C:2]1[N:11]=[C:10](Cl)[C:9]2[C:4](=[CH:5][CH:6]=[C:7]([CH3:13])[CH:8]=2)[N:3]=1.[NH2:14][CH:15]1[CH2:19][CH2:18][N:17](C(OC(C)(C)C)=O)[CH2:16]1.[S:27]1(=[O:39])(=[O:38])[C:33]2[CH:34]=[CH:35][CH:36]=[CH:37][C:32]=2[CH2:31][NH:30][CH2:29][CH2:28]1.FC(F)(F)C(O)=O.NCC1(NC(=O)OC(C)(C)C)CC1>>[O:39]=[S:27]1(=[O:38])[C:33]2[CH:34]=[CH:35][CH:36]=[CH:37][C:32]=2[CH2:31][N:30]([C:2]2[N:11]=[C:10]([NH:14][CH:15]3[CH2:19][CH2:18][NH:17][CH2:16]3)[C:9]3[C:4](=[CH:5][CH:6]=[C:7]([CH3:13])[CH:8]=3)[N:3]=2)[CH2:29][CH2:28]1. Procedure: The title compound was prepared in analogy to Example 135-1 in Scheme 70 by using 2,4-dichloro-6-methylquinazoline, tert-butyl 3-aminopyrrolidine-1-carboxylate, 2,3,4,5-tetrahydro-1,4-benzothiazepine 1,1-dioxide and trifluoroacetic acid instead of 2,4-dichloro-6-methylquinazoline, tert-butyl [1-(aminomethyl)cyclopropyl]carbamate, 2,3,4,5-tetrahydro-1,4-benzothiazepine 1,1-dioxide and trifluoroacetic acid. MS obsd. (ESI+) [(M+H)+] 424, 1H NMR (400 MHz, DMSO-d6) δ ppm 7.92-7.82 (m, 2 H), 7.78 (br....